This data is from the Open Reaction Database (ORD), a public repository of structured organic reaction records. The task is: describe an organic reaction: reactants, conditions, products, and yield The reactants are [N+](=O)([O-])C1=CC=C(C=C1)S(=O)(=O)Cl (4-Nitrobenzenesulfonyl chloride), NC1=CC=CC=2SC3=CC=CC=C3NC12 (1-amino-10H-phenothiazine). Reagents/catalysts: [C].[Pd] (palladium-carbon). Yields the product NC1=CC=C(C=C1)S(=O)(=O)NC1=CC=CC=2SC3=CC=CC=C3NC12 (4-Amino-N-(10H-phenothiazin-1-yl)benzenesulfonamide). Reaction SMILES: [N+:1]([C:4]1[CH:9]=[CH:8][C:7]([S:10](Cl)(=[O:12])=[O:11])=[CH:6][CH:5]=1)([O-])=O.[NH2:14][C:15]1[C:28]2[NH:27][C:26]3[C:21](=[CH:22][CH:23]=[CH:24][CH:25]=3)[S:20][C:19]=2[CH:18]=[CH:17][CH:16]=1>[C].[Pd]>[NH2:1][C:4]1[CH:9]=[CH:8][C:7]([S:10]([NH:14][C:15]2[C:28]3[NH:27][C:26]4[C:21](=[CH:22][CH:23]=[CH:24][CH:25]=4)[S:20][C:19]=3[CH:18]=[CH:17][CH:16]=2)(=[O:12])=[O:11])=[CH:6][CH:5]=1 |f:2.3|. Procedure: 4-Nitrobenzenesulfonyl chloride was reacted with 1-amino-10H-phenothiazine in the same manner as the one of Example 11. The product thus obtained was hydrogenated in the presence of palladium-carbon at room temperature under atmospheric pressure. Thus the title compound was obtained. The reactants are CC(C)(C)NC(=O)CC#N, ClCCl, ClC(Cl)Cl, O=NCl. RXN SMILES: [C:1](#[N:2])[CH2:3][C:4](=[O:5])[NH:6][C:7]([CH3:8])([CH3:9])[CH3:10].[Cl:14][CH2:15][Cl:16].[Cl:17][CH:18]([Cl:19])[Cl:20].[N:11](=[O:12])[Cl:13]>>[C:1](#[N:2])[C:3]([C:4](=[O:5])[NH:6][C:7]([CH3:8])([CH3:9])[CH3:10])=[N:11][OH:12]. The product is CC(C)(C)NC(=O)C(C#N)=NO.